This data is from the Open Reaction Database (ORD), a public repository of structured organic reaction records. The task is: describe an organic reaction: reactants, conditions, products, and yield The reactants are N1=CN=CC(=C1)CNCCN (N-(5-pyrimidinylmethyl)ethylenediamine), [N+](=O)([O-])C=C(SC)SC (1-nitro-2,2-bis(methylthio)ethylene), CS (methylmercaptan). Run in C(C)O (ethanol). Yields the product N1=CN=CC(=C1)CN1C(NCC1)=C[N+](=O)[O-] (1-(5-pyrimidinylmethyl)-2-(nitromethylene)imidazolidine). Isolated yield 63.7%. Reaction SMILES: [N:1]1[CH:6]=[C:5]([CH2:7][NH:8][CH2:9][CH2:10][NH2:11])[CH:4]=[N:3][CH:2]=1.[N+:12]([CH:15]=[C:16](SC)SC)([O-:14])=[O:13].CS>C(O)C>[N:1]1[CH:6]=[C:5]([CH2:7][N:8]2[CH2:9][CH2:10][NH:11][C:16]2=[CH:15][N+:12]([O-:14])=[O:13])[CH:4]=[N:3][CH:2]=1. Procedure details: A mixture of N-(5-pyrimidinylmethyl)ethylenediamine (15.2 g), 1-nitro-2,2-bis(methylthio)ethylene (14.9 g) and ethanol (100 g) was refluxed with stirring until the generation of methylmercaptan ceased (for about 3 hours). The reaction mixture was cooled to room temperature, and the resultant crystals were collected by filtration. The crystals were washed with ethanol, and dried to give 1-(5-pyrimidinylmethyl)-2-(nitromethylene)imidazolidine (12.7 g) as pale yellow crystals. This product decompos... Starting materials: N1(C=NC=C1)CC(OCCCCCC(=O)N)COCC1=CC=C(C=C1)OC (6-[2-(1H-imidazol-1-yl)-1-[[(4-methoxyphenyl)methoxy]methyl]-ethoxy]hexanamide), [H-].[Al+3].[Li+].[H-].[H-].[H-] (lithium aluminium hydride). The solvent is O1CCCC1 (tetrahydrofuran), O1CCCC1 (tetrahydrofuran). The product is NCCCCCCOC(CN1C=NC=C1)COCC1=CC=C(C=C1)OC (1-[2-[(6-aminohexyl)oxy]-3-[(4-methoxyphenyl)methoxy]propyl]-1H-imidazole). As a reaction SMILES: [N:1]1([CH2:6][CH:7]([CH2:17][O:18][CH2:19][C:20]2[CH:25]=[CH:24][C:23]([O:26][CH3:27])=[CH:22][CH:21]=2)[O:8][CH2:9][CH2:10][CH2:11][CH2:12][CH2:13][C:14]([NH2:16])=O)[CH:5]=[CH:4][N:3]=[CH:2]1.[H-].[Al+3].[Li+].[H-].[H-].[H-]>O1CCCC1>[NH2:16][CH2:14][CH2:13][CH2:12][CH2:11][CH2:10][CH2:9][O:8][CH:7]([CH2:17][O:18][CH2:19][C:20]1[CH:21]=[CH:22][C:23]([O:26][CH3:27])=[CH:24][CH:25]=1)[CH2:6][N:1]1[CH:5]=[CH:4][N:3]=[CH:2]1 |f:1.2.3.4.5.6|. Reported procedure: 6-[2-(1H-Imidazol-1-yl)-1[[4-methoxyphenyl)methoxy]methyl]ethoxy]hexanamide (Example 20, 0.3 g, 0.0008 mol) in dry tetrahydrofuran (2 ml) was added to a stirred suspension of lithium aluminium hydride (0.5 g, 0.013 mol) in dry tetrahydrofuran (10 ml) under a nitrogen atmosphere. The resulting suspension was stirred under reflux for 24 hours cooled to room temperature and the residual lithium aluminium hydride destroyed using ethyl acetate (15 ml) followed by dilute sodium hydroxide solution (2N,...